This data is from the Open Reaction Database (ORD), a public repository of structured organic reaction records. The task is: describe an organic reaction: reactants, conditions, products, and yield Reactants: FC1=CC=C(C(=O)C2=CC=C3N2CCCC3C(=O)OC(C)C)C=C1 (isopropyl 3-p-fluorobenzoyl-5,6,7,8-tetrahydropyrrolo[1,2-a]pyridine-8-carboxylate), CO (methanol), C([O-])([O-])=O.[K+].[K+] (potassium carbonate). The solvent is O (water). Product: FC1=CC=C(C(=O)C2=CC=C3N2CCCC3C(=O)O)C=C1 (3-p-fluorobenzoyl-5,6,7,8-tetrahydropyrrolo[1,2-a]pyridine-8-carboxylic acid). RXN SMILES: [F:1][C:2]1[CH:24]=[CH:23][C:5]([C:6]([C:8]2[N:12]3[CH2:13][CH2:14][CH2:15][CH:16]([C:17]([O:19]C(C)C)=[O:18])[C:11]3=[CH:10][CH:9]=2)=[O:7])=[CH:4][CH:3]=1.CO.C(=O)([O-])[O-].[K+].[K+]>O>[F:1][C:2]1[CH:24]=[CH:23][C:5]([C:6]([C:8]2[N:12]3[CH2:13][CH2:14][CH2:15][CH:16]([C:17]([OH:19])=[O:18])[C:11]3=[CH:10][CH:9]=2)=[O:7])=[CH:4][CH:3]=1 |f:2.3.4|. Reported procedure: A solution of 180 mg. of isopropyl 3-p-fluorobenzoyl-5,6,7,8-tetrahydropyrrolo[1,2-a]pyridine-8-carboxylate in 5 ml. of methanol is treated with a solution of 200 mg. of potassium carbonate in 1.5 ml. of water. The reaction mixture is refluxed under a nitrogen atmosphere for 24 hours, cooled, and evaporated to dryness. The residue is taken up in water and the resultant mixture extracted with ethyl acetate to remove the neutral impurities. The aqueous phase is made acidic with concentrated hydroc...